From a dataset of the Open Reaction Database (ORD), a public repository of structured organic reaction records. describe an organic reaction: reactants, conditions, products, and yield Starting materials: C([O-])([O-])=O.[K+].[K+] (Potassium carbonate), CO (MeOH), C(C)(=O)OCC(=O)N([C@H]1[C@@H](CC2=CC=CC=C12)NC(=O)C1=CC2=C(N1)C(=C(S2)Cl)Cl)CC(=O)O ([[(acetyloxy)acetyl]((1R,2R)-2-{[(2,3-dichloro-4H-thieno[3,2-b]pyrrol-5-yl)carbonyl]amino}-2,3-dihydro-1H-inden-1-yl)amino]acetic acid). Solvent: C1CCOC1 (THF). Conditions: time 24 hour. Yields the product C(=O)(O)CN(C(CO)=O)[C@H]1[C@@H](CC2=CC=CC=C12)NC(=O)C1=CC2=C(N1)C(=C(S2)Cl)Cl (N-{(1R,2R)-1-[N-(Carboxymethyl)-N-(hydroxyacetyl)amino]-2,3-dihydro-1H-inden-2-yl}-2,3-dichloro-4H-thieno[3,2-b]pyrrole-5-carboxamide). The yield is 99.2%. As a reaction SMILES: C(=O)([O-])[O-].[K+].[K+].CO.C([O:12][CH2:13][C:14]([N:16]([CH2:39][C:40]([OH:42])=[O:41])[C@@H:17]1[C:25]2[C:20](=[CH:21][CH:22]=[CH:23][CH:24]=2)[CH2:19][C@H:18]1[NH:26][C:27]([C:29]1[NH:33][C:32]2[C:34]([Cl:38])=[C:35]([Cl:37])[S:36][C:31]=2[CH:30]=1)=[O:28])=[O:15])(=O)C>C1COCC1>[C:40]([CH2:39][N:16]([C@@H:17]1[C:25]2[C:20](=[CH:21][CH:22]=[CH:23][CH:24]=2)[CH2:19][C@H:18]1[NH:26][C:27]([C:29]1[NH:33][C:32]2[C:34]([Cl:38])=[C:35]([Cl:37])[S:36][C:31]=2[CH:30]=1)=[O:28])[C:14](=[O:15])[CH2:13][OH:12])([OH:42])=[O:41] |f:0.1.2|. Procedure details: Potassium carbonate (20 mg) and MeOH (1 mL) were added to a solution of [[(acetyloxy)acetyl]((1R,2R)-2-{[(2,3-dichloro-4H-thieno[3,2-b]pyrrol-5-yl)carbonyl]amino}-2,3-dihydro-1H-inden-1-yl)amino]acetic acid (Method 19, 120 mg, 0.23 mmol) in THF (5 mL) and the reaction was stirred at ambient temperature for 24 h. The volatiles were removed by evaporation under reduced pressure, the residue dissolved in water and acidified to pH 2.0 and then extracted into EtOAc (3×10 mL). The volatiles were remov... Starting materials: CCOC(=O)CCCBr, O=C([O-])[O-], CCCC[N+](CCCC)(CCCC)CCCC, CC#N, [I-], [K+], [K+], Oc1ccccc1. Product: CCOC(=O)CCCOc1ccccc1. RXN SMILES: [Br:8][CH2:9][CH2:10][CH2:11][C:12](=[O:13])[O:14][CH2:15][CH3:16].[C:17](=[O:18])([O-:19])[O-:20].[CH2:27]([N+:28]([CH2:29][CH2:30][CH2:31][CH3:32])([CH2:33][CH2:34][CH2:35][CH3:36])[CH2:37][CH2:38][CH2:39][CH3:40])[CH2:41][CH2:42][CH3:43].[CH3:23][C:24]#[N:25].[I-:26].[K+:21].[K+:22].[OH:1][c:2]1[cH:3][cH:4][cH:5][cH:6][cH:7]1>>[O:1]([c:2]1[cH:3][cH:4][cH:5][cH:6][cH:7]1)[CH2:9][CH2:10][CH2:11][C:12](=[O:13])[O:14][CH2:15][CH3:16]. Starting materials: BrC1=CC=C2C=C(C(=C(C2=C1)C1=CC=C(C=C1)Cl)C(C(=O)OCC)OC(C)(C)C)C (ethyl 2-(7-bromo-1-(4-chlorophenyl)-3-methylnaphthalen-2-yl)-2-tert-butoxyacetate), C(C)(C)(C)C#C (t-butylacetylene), 2.6u. The solvent is CC#N.O (MeCN H2O). Product: C(C)(C)(C)OC(C(=O)O)C1=C(C2=CC(=CC=C2C=C1C)C#CC(C)(C)C)C1=CC=C(C=C1)Cl (2-tert-butoxy-2-(1-(4-chlorophenyl)-7-(3,3-dimethylbut-1-ynyl)-3-methylnaphthalen-2-yl)acetic acid). As a reaction SMILES: Br[C:2]1[CH:11]=[C:10]2[C:5]([CH:6]=[C:7]([CH3:30])[C:8]([CH:19]([O:25][C:26]([CH3:29])([CH3:28])[CH3:27])[C:20]([O:22]CC)=[O:21])=[C:9]2[C:12]2[CH:17]=[CH:16][C:15]([Cl:18])=[CH:14][CH:13]=2)=[CH:4][CH:3]=1.[C:31]([C:35]#[CH:36])([CH3:34])([CH3:33])[CH3:32]>CC#N.O>[C:26]([O:25][CH:19]([C:8]1[C:7]([CH3:30])=[CH:6][C:5]2[C:10](=[CH:11][C:2]([C:36]#[C:35][C:31]([CH3:34])([CH3:33])[CH3:32])=[CH:3][CH:4]=2)[C:9]=1[C:12]1[CH:13]=[CH:14][C:15]([Cl:18])=[CH:16][CH:17]=1)[C:20]([OH:22])=[O:21])([CH3:29])([CH3:27])[CH3:28] |f:2.3|. Procedure details: 2-tert-Butoxy-2-(1-(4-chlorophenyl)-7-(3,3-dimethylbut-1-ynyl)-3-methylnaphthalen-2-yl)acetic acid (72) was prepared by the method of Example 67 from ethyl 2-(7-bromo-1-(4-chlorophenyl)-3-methylnaphthalen-2-yl)-2-tert-butoxyacetate using t-butylacetylene. 1H-NMR: 400 MHz, (CD3OD) δ: 7.70 (d, J=8 Hz, 1H), 7.65 (s, 1H), 7.57 (m, 3H), 7.33 (m, 2H), 7.19 (s, 1H), 5.16 (s, 1H), 2.59 (s, 3H), 1.27 (s, 9H), 0.97 (s, 9H). HPLC (Kinetex 2.6u, 50×4.6 mm, 2-100% MeCN/H2O+0.05% HOAc, 5 min run): tR (min)=3.... The reactants are ClC1=NC2=CC=CC=C2C=C1C(C)C (2-chloro-3-isopropylquinoline), Cl.CN(CCS)C (2-Dimethylaminoethanethiol hydrochloride), [H-].[Na+] (sodium hydride), ice water, [H][H] (hydrogen). Run in CN(C=O)C (dimethylformamide). Product: Cl.CN(CCSC1=NC2=CC=CC=C2C=C1C(C)C)C (2-(2-dimethylaminoethylthio)-3-isopropylquinoline hydrochloride). As a reaction SMILES: Cl.[CH3:2][N:3]([CH3:7])[CH2:4][CH2:5][SH:6].[H-].[Na+].[H][H].[Cl:12][C:13]1[C:22]([CH:23]([CH3:25])[CH3:24])=[CH:21][C:20]2[C:15](=[CH:16][CH:17]=[CH:18][CH:19]=2)[N:14]=1>CN(C)C=O>[ClH:12].[CH3:2][N:3]([CH3:7])[CH2:4][CH2:5][S:6][C:13]1[C:22]([CH:23]([CH3:25])[CH3:24])=[CH:21][C:20]2[C:15](=[CH:16][CH:17]=[CH:18][CH:19]=2)[N:14]=1 |f:0.1,2.3,7.8|. Procedure details: 2-Dimethylaminoethanethiol hydrochloride (3.4 g.) was added to a suspension of sodium hydride (2.32 g. of a 50% w/w dispersion in mineral oil) in dimethylformamide (25 ml.) at 0° to 5°. When all the hydrogen had evolved, 2-chloro-3-isopropylquinoline (4.0 g.) was added and the mixture heated at 80° for 5 hr. The reaction mixture was then poured into ice water (500 ml.) and extracted with ethyl acetate (3×120 ml.). The ethyl acetate extract was washed successively with water (100 ml.) and saturat... The reactants are [N+](=O)([O-])C1=NNC=C1 (3-nitro-1H-pyrazole), C([O-])([O-])=O.[K+].[K+] (potassium carbonate), CC1OC1 (2-methyl-oxirane). The solvent is CN(C=O)C (N,N-dimethylformamide), O (water). Conditions: temperature 100 celsius. Yields the product [N+](=O)([O-])C1=NN(C=C1)CC(C)O (1-(3-nitro-pyrazol-1-yl)-propan-2-ol). Yield: 54.8%. RXN SMILES: [N+:1]([C:4]1[CH:8]=[CH:7][NH:6][N:5]=1)([O-:3])=[O:2].C(=O)([O-])[O-].[K+].[K+].[CH3:15][CH:16]1[CH2:18][O:17]1>CN(C)C=O.O>[N+:1]([C:4]1[CH:8]=[CH:7][N:6]([CH2:15][CH:16]([OH:17])[CH3:18])[N:5]=1)([O-:3])=[O:2] |f:1.2.3|. Procedure details: A solution of 3-nitro-1H-pyrazole (prepared in Example 3, 400 mg, 3.54 mmol) in N,N-dimethylformamide (5 mL) was treated with solid potassium carbonate (734 mg, 5.31 mmol) and 2-methyl-oxirane (500 μL, 3.54 mmol) and placed in a sealed tube and heated at 100° C. for 1 h in an oil bath. After this time the reaction was cooled to 25° C. and diluted with water (30 mL) and extracted with ethyl acetate (3×20 mL). The organic layers were then combined and washed with saturated aqueous brine solution (...